Dataset: the Open Reaction Database (ORD), a public repository of structured organic reaction records. Task: describe an organic reaction: reactants, conditions, products, and yield Reactants: Cl.CN (methylamine hydrochloride), ClC=1N=C(NC1CC)C(=O)N[C@@H]1[C@@H](CN(CC1)C=1SC(=C(N1)C=O)C(=O)OCC)OCC (ethyl cis(±)-2-(4-{[(4-chloro-5-ethyl-1H-imidazol-2-yl)carbonyl]amino}-3-ethoxypiperidin-1-yl)-4-formyl-1,3-thiazole-5-carboxylate), C(C)(=O)O[BH-](OC(C)=O)OC(C)=O.[Na+] (Sodium triacetoxyborohydride). Solvent: CO (methanol), ClC(C)Cl (dichloroethane), C(C)(=O)OCC (ethyl acetate). Reaction conditions: time 2 hour. Yields the product ClC=1N=C(NC1CC)C(=O)N[C@@H]1[C@@H](CN(CC1)C=1SC(=C(N1)CNC)C(=O)OCC)OCC (Ethyl cis(±)-2-(4-{[(4-chloro-5-ethyl-1H-imidazol-2-yl)carbonyl]amino}-3-ethoxypiperidin-1-yl)-4-[(methylamino)methyl]-1,3-thiazole-5-carboxylate). Yield: 28.2%. RXN SMILES: Cl.[CH3:2][NH2:3].[Cl:4][C:5]1[N:6]=[C:7]([C:12]([NH:14][C@H:15]2[CH2:20][CH2:19][N:18]([C:21]3[S:22][C:23]([C:28]([O:30][CH2:31][CH3:32])=[O:29])=[C:24]([CH:26]=O)[N:25]=3)[CH2:17][C@H:16]2[O:33][CH2:34][CH3:35])=[O:13])[NH:8][C:9]=1[CH2:10][CH3:11].C(O[BH-](OC(=O)C)OC(=O)C)(=O)C.[Na+]>CO.ClC(Cl)C.C(OCC)(=O)C>[Cl:4][C:5]1[N:6]=[C:7]([C:12]([NH:14][C@H:15]2[CH2:20][CH2:19][N:18]([C:21]3[S:22][C:23]([C:28]([O:30][CH2:31][CH3:32])=[O:29])=[C:24]([CH2:26][NH:3][CH3:2])[N:25]=3)[CH2:17][C@H:16]2[O:33][CH2:34][CH3:35])=[O:13])[NH:8][C:9]=1[CH2:10][CH3:11] |f:0.1,3.4|. Procedure: 3 Å molecular sieves (500 mg) and methylamine hydrochloride (105 mg, 1.55 mmol) were added to a solution of ethyl cis(±)-2-(4-{[(4-chloro-5-ethyl-1H-imidazol-2-yl)carbonyl]amino}-3-ethoxypiperidin-1-yl)-4-formyl-1,3-thiazole-5-carboxylate obtained in Example (28a) (500 mg, 1.03 mmol) in methanol (5 mL), and the mixture was stirred at room temperature for two hours. The reaction solution was filtered, and then the filtrate was concentrated under reduced pressure. Sodium triacetoxyborohydride (437... Reactants: N(=[N+]=[N-])[Si](C)(C)C (azidotrimethylsilane), C(CCC)[Sn](=O)CCCC (dibutyloxostannane), C1C(CC2=CC=CC=C12)NC=1N=CC2=C(N1)CN(C2)C(=O)OCCCC#N (3-cyanopropyl 2-(indan-2-ylamino)-5,7-dihydropyrrolo[3,4-d]pyrimidine-6-carboxylate). The solvent is C1(=CC=CC=C1)C (toluene). Conditions: temperature 100 celsius. Product: C1C(CC2=CC=CC=C12)NC=1N=CC2=C(N1)CN(C2)C(=O)OCCCC2=NN=NN2 (3-(1H-tetrazol-5-yl)propyl 2-(2,3-dihydro-1H-inden-2-ylamino)-5,7-dihydro-6H-pyrrolo[3,4-d]pyrimidine-6-carboxylate). Yield: 8.8%. RXN SMILES: [N:1]([Si](C)(C)C)=[N+:2]=[N-:3].C([Sn](CCCC)=O)CCC.[CH2:18]1[C:26]2[C:21](=[CH:22][CH:23]=[CH:24][CH:25]=2)[CH2:20][CH:19]1[NH:27][C:28]1[N:29]=[CH:30][C:31]2[CH2:36][N:35]([C:37]([O:39][CH2:40][CH2:41][CH2:42][C:43]#[N:44])=[O:38])[CH2:34][C:32]=2[N:33]=1>C1(C)C=CC=CC=1>[CH2:18]1[C:26]2[C:21](=[CH:22][CH:23]=[CH:24][CH:25]=2)[CH2:20][CH:19]1[NH:27][C:28]1[N:29]=[CH:30][C:31]2[CH2:36][N:35]([C:37]([O:39][CH2:40][CH2:41][CH2:42][C:43]3[NH:44][N:3]=[N:2][N:1]=3)=[O:38])[CH2:34][C:32]=2[N:33]=1. Procedure details: Add azidotrimethylsilane (3.5 mL; 9.7 equiv; 26.27 mmoles) and dibutyloxostannane (0.163 g; 0.25 equiv; 0.66 mmoles) to a solution of 3-cyanopropyl 2-(indan-2-ylamino)-5,7-dihydropyrrolo[3,4-d]pyrimidine-6-carboxylate (0.98 g; 1.0 equiv; 2.70 mmoles) in toluene (20.4 mL). Heat the reaction mixture to 100° C. for 18 hours. Concentrate the solution and purify by reverse phase chromatography followed by silica gel chromatography (0 to 15% methanol in chloroform) to afford the desired 3-(1H-tetrazol... Reactants: ON1N=C(C=C1)C1=CC=C(C=C1)OC (1-hydroxy-3-(4-methoxyphenyl)pyrazole), N1(CCOCC1)C(=O)Cl (4-morpholine carbonyl chloride). Yields the product COC1=CC=C(C=C1)C1=NN(C=C1)OC(=O)N1CCOCC1 (Morpholine-4-carboxylic acid 3-(4-methoxy-phenyl)-pyrazol-1-yl ester). Reaction SMILES: [OH:1][N:2]1[CH:6]=[CH:5][C:4]([C:7]2[CH:12]=[CH:11][C:10]([O:13][CH3:14])=[CH:9][CH:8]=2)=[N:3]1.[N:15]1([C:21](Cl)=[O:22])[CH2:20][CH2:19][O:18][CH2:17][CH2:16]1>>[CH3:14][O:13][C:10]1[CH:11]=[CH:12][C:7]([C:4]2[CH:5]=[CH:6][N:2]([O:1][C:21]([N:15]3[CH2:20][CH2:19][O:18][CH2:17][CH2:16]3)=[O:22])[N:3]=2)=[CH:8][CH:9]=1. Procedure: The title compound was prepared from 1-hydroxy-3-(4-methoxyphenyl)pyrazole and 4-morpholine carbonyl chloride applying the general procedure 8. The crude product was purified by flash chromatography (Quad flash 12, EtOAc-heptane) (62%, crystals). Reactants: CC1CCC(C(=O)N(c2cc(-c3ccc(Cl)cc3)sc2C(=O)O)C2CC[NH+](C)CC2)CC1, COC(=O)c1sc(-c2ccc(Cl)cc2)cc1N(C(=O)C1CCC(C)CC1)C1CCN(C)CC1, [Cl-], [Li+], [OH-]. The product is CC1CCC(C(=O)N(c2cc(-c3ccc(Cl)cc3)sc2C(=O)O)C2CCN(C)CC2)CC1. RXN SMILES: [C:37]([c:38]1[s:39][c:40](-[c:41]2[cH:42][cH:43][c:44]([Cl:45])[cH:46][cH:47]2)[cH:48][c:49]1[N:50]([C:51]([CH:52]1[CH2:53][CH2:54][CH:55]([CH3:56])[CH2:57][CH2:58]1)=[O:59])[CH:60]1[CH2:61][CH2:62][NH+:63]([CH3:64])[CH2:65][CH2:66]1)([OH:67])=[O:68].[CH3:1][O:2][C:3](=[O:4])[c:5]1[s:6][c:7](-[c:27]2[cH:28][cH:29][c:30]([Cl:33])[cH:31][cH:32]2)[cH:8][c:9]1[N:10]([CH:11]1[CH2:12][CH2:13][N:14]([CH3:17])[CH2:15][CH2:16]1)[C:18](=[O:19])[CH:20]1[CH2:21][CH2:22][CH:23]([CH3:26])[CH2:24][CH2:25]1.[Cl-:36].[Li+:35].[OH-:34]>>[O:2]=[C:3]([OH:4])[c:5]1[s:6][c:7](-[c:27]2[cH:28][cH:29][c:30]([Cl:33])[cH:31][cH:32]2)[cH:8][c:9]1[N:10]([CH:11]1[CH2:12][CH2:13][N:14]([CH3:17])[CH2:15][CH2:16]1)[C:18](=[O:19])[CH:20]1[CH2:21][CH2:22][CH:23]([CH3:26])[CH2:24][CH2:25]1. Reactants: Cc1cc(Br)cc(F)c1N, CC(C)(C)C(=O)Cl, Cl, O, c1ccncc1. Product: Cc1cc(Br)cc(F)c1NC(=O)C(C)(C)C. Reaction SMILES: [Br:8][c:9]1[cH:10][c:11]([F:17])[c:12]([NH2:13])[c:14]([CH3:16])[cH:15]1.[C:1]([C:2]([CH3:3])([CH3:4])[CH3:5])(=[O:6])[Cl:7].[ClH:19].[OH2:18].[cH:20]1[cH:21][cH:22][n:23][cH:24][cH:25]1>>[C:1]([C:2]([CH3:3])([CH3:4])[CH3:5])(=[O:6])[NH:13][c:12]1[c:11]([F:17])[cH:10][c:9]([Br:8])[cH:15][c:14]1[CH3:16]. Starting materials: CC1=NN=C2N1C1=C(C=C2)N(C(=C1)C)S(=O)(=O)C1=CC=CC=C1 (1,7-dimethyl-6-(phenylsulfonyl)-6H-pyrrolo[2,3-e][1,2,4]triazolo[4,3-a]pyridine), ClN1C(CCC1=O)=O (N-chlorosuccinimide). Run in ClCCCl (1,2-dichloroethane), CO (MeOH). Conditions: temperature 60 celsius. The product is ClC=1C=2N(C3=C(C1)N(C(=C3)C)S(=O)(=O)C3=CC=CC=C3)C(=NN2)C (4-Chloro-1,7-dimethyl-6-(phenylsulfonyl)-6H-pyrrolo[2,3-e][1,2,4]triazolo[4,3-a]pyridine). As a reaction SMILES: [CH3:1][C:2]1[N:6]2[C:7]3[CH:13]=[C:12]([CH3:14])[N:11]([S:15]([C:18]4[CH:23]=[CH:22][CH:21]=[CH:20][CH:19]=4)(=[O:17])=[O:16])[C:8]=3[CH:9]=[CH:10][C:5]2=[N:4][N:3]=1.[Cl:24]N1C(=O)CCC1=O>ClCCCl.CO>[Cl:24][C:10]1[C:5]2[N:6]([C:2]([CH3:1])=[N:3][N:4]=2)[C:7]2[CH:13]=[C:12]([CH3:14])[N:11]([S:15]([C:18]3[CH:23]=[CH:22][CH:21]=[CH:20][CH:19]=3)(=[O:17])=[O:16])[C:8]=2[CH:9]=1. Reported procedure: A suspension of 1,7-dimethyl-6-(phenylsulfonyl)-6H-pyrrolo[2,3-e][1,2,4]triazolo[4,3-a]pyridine (2.0 g, 6.1 mmol, from Step 4) and N-chlorosuccinimide (0.91 g, 6.8 mmol, Aldrich) in 1,2-dichloroethane (40 mL) was heated at 60° C. overnight. Flash chromatography, eluting with a gradient from 0-5% MeOH/DCM (0.5% NH4OH), afforded an orange solid which was refluxed in 10 mL MeOH for 15 minutes. The product was isolated by filtration. Yield: (2.2 g, 80%). 1H NMR (500 MHz, d6-DMSO) δ 8.23 (s, 1H), 8.0... Starting materials: CN1NC(C=2[C@H]3CC[C@@](C12)(C3(C)C)C)=O ((4S,7R)-1,7,8,8-tetramethyl-1,2,4,5,6,7-hexahydro-4,7-methano-indazol-3-one), CN1NC(C=2[C@H]3CC[C@@](C12)(C3(C)C)C)=O ((4S,7R)-1,7,8,8-tetramethyl-1,2,4,5,6,7-hexahydro-4,7-methano-indazol-3-one), IC=1C=C(C=CC1)OC (3-iodo-methoxy-benzene), N1=C(C=CC=C1)C(=O)O (picolinic acid), C([O-])(O)=O.[K+] (potassium bicarbonate). The reagents and catalysts are [Cu]I (copper(I) iodide). Solvent: C(C)(=O)OCC (ethyl acetate), Cl (HCl), CN(C=O)C (N,N-dimethylformamide). Product: COC=1C=C(C=CC1)N1N(C=2[C@@]3(CC[C@H](C2C1=O)C3(C)C)C)C ((4S,7R)-2-(3-methoxy-phenyl)-1,7,8,8-tetramethyl-1,2,4,5,6,7-hexahydro-4,7-methano-indazol-3-one). Isolated yield 17.1%. RXN SMILES: [CH3:1][N:2]1[C:10]2[C@@:9]3([CH3:14])[C:11]([CH3:13])([CH3:12])[C@H:6]([CH2:7][CH2:8]3)[C:5]=2[C:4](=[O:15])[NH:3]1.I[C:17]1[CH:18]=[C:19]([O:23][CH3:24])[CH:20]=[CH:21][CH:22]=1.N1C=CC=CC=1C(O)=O.C(=O)(O)[O-].[K+]>CN(C)C=O.Cl.C(OCC)(=O)C.[Cu]I>[CH3:24][O:23][C:19]1[CH:18]=[C:17]([N:3]2[C:4](=[O:15])[C:5]3[C@@H:6]4[C:11]([CH3:12])([CH3:13])[C@@:9]([CH3:14])([CH2:8][CH2:7]4)[C:10]=3[N:2]2[CH3:1])[CH:22]=[CH:21][CH:20]=1 |f:3.4|. Reported procedure: A mixture of (4S,7R)-1,7,8,8-tetramethyl-1,2,4,5,6,7-hexahydro-4,7-methano-indazol-3-one (Intermediate 19; 412 mg, 2 mmol), 3-iodo-methoxy-benzene (264 μL, 2.2 mmol), copper(I) iodide (19 mg, 0.1 mmol), picolinic acid (49 mg, 0.4 mmol), and potassium bicarbonate (280 mg, 2.8 mmol) in N,N-dimethylformamide (10 mL) was irradiated in a microwave oven at 220° C. for 30 min. The reaction mixture was diluted with 0.1 M HCl (200 mL) and then extracted with ethyl acetate (200 mL). The organic layer was ...